This data is from the Open Reaction Database (ORD), a public repository of structured organic reaction records. The task is: describe an organic reaction: reactants, conditions, products, and yield Reactants: C(CCCCCCCCCCCCCCCCC)(=O)O (stearic acid), NC(CO)C(CCCCCCCCCCCCCCC)O (2-aminooctadecane-1,3-diol). Solvent: C(C)(=O)OCC (ethyl acetate), CCCCCCC (heptane). Yields the product C(CCCCCCCCCCCCCCCCC)(=O)NC(CO)C(CCCCCCCCCCCCCCC)O (2-octadecanoylaminooctadecane-1,3-diol). Isolated yield 72.0%. RXN SMILES: [C:1](O)(=[O:19])[CH2:2][CH2:3][CH2:4][CH2:5][CH2:6][CH2:7][CH2:8][CH2:9][CH2:10][CH2:11][CH2:12][CH2:13][CH2:14][CH2:15][CH2:16][CH2:17][CH3:18].[NH2:21][CH:22]([CH:25]([OH:41])[CH2:26][CH2:27][CH2:28][CH2:29][CH2:30][CH2:31][CH2:32][CH2:33][CH2:34][CH2:35][CH2:36][CH2:37][CH2:38][CH2:39][CH3:40])[CH2:23][OH:24]>C(OCC)(=O)C.CCCCCCC>[C:1]([NH:21][CH:22]([CH:25]([OH:41])[CH2:26][CH2:27][CH2:28][CH2:29][CH2:30][CH2:31][CH2:32][CH2:33][CH2:34][CH2:35][CH2:36][CH2:37][CH2:38][CH2:39][CH3:40])[CH2:23][OH:24])(=[O:19])[CH2:2][CH2:3][CH2:4][CH2:5][CH2:6][CH2:7][CH2:8][CH2:9][CH2:10][CH2:11][CH2:12][CH2:13][CH2:14][CH2:15][CH2:16][CH2:17][CH3:18]. Procedure details: 6.2 g (0.022 mol) of stearic acid and 6 g (0.022 mol) of 2-aminooctadecane-1,3-diol were mixed in a tube and irradiated with the apparatus used in Example 1, under the same frequency and power conditions. After an irradiation of 18 minutes at 140° C.±5° C., the reaction mixture was solubilized in a mixture of 80 ml of ethyl acetate and 40 ml of heptane. The precipitate obtained was recrystallized from ethanol and 8.1 g of expected pure product were obtained with a yield of 72%.